Dataset: the Open Reaction Database (ORD), a public repository of structured organic reaction records. Task: describe an organic reaction: reactants, conditions, products, and yield Isolated yield 60.8%. Product: Cl.C1=CC=CC=2C3=CC=CC=C3N(C12)CC(CN1CCC(CC1)(O)C1=CC=CC=C1)O (1-(3-(9H-Carbazol-9-yl)-2-hydroxy-1-propyl)-4-phenylpiperidin-4-ol hydrochloride). Reaction SMILES: [C:1]1([C:7]2([OH:13])[CH2:12][CH2:11][NH:10][CH2:9][CH2:8]2)[CH:6]=[CH:5][CH:4]=[CH:3][CH:2]=1.C([O-])([O-])=O.[K+].[K+].[Cl:20][CH2:21][CH:22]([OH:37])[CH2:23][N:24]1[C:36]2[CH:35]=[CH:34][CH:33]=[CH:32][C:31]=2[C:30]2[C:25]1=[CH:26][CH:27]=[CH:28][CH:29]=2>CC(C)CC(=O)C>[ClH:20].[CH:26]1[C:25]2[N:24]([CH2:23][CH:22]([OH:37])[CH2:21][N:10]3[CH2:11][CH2:12][C:7]([C:1]4[CH:2]=[CH:3][CH:4]=[CH:5][CH:6]=4)([OH:13])[CH2:8][CH2:9]3)[C:36]3[C:31](=[CH:32][CH:33]=[CH:34][CH:35]=3)[C:30]=2[CH:29]=[CH:28][CH:27]=1 |f:1.2.3,6.7|. Reported procedure: 4-Phenylpiperidin-4-ol (0.77 g, 0.0043 mol) was dissolved in 4-methyl-pentan-2-one (40 mL), K2CO3 (1.59 g, 0.0116 mol) and 9-(3-chloro-2-hydroxy-1-propyl)carbazole (0.75 g, 0.0029 mol) were added, and the resulting mixture was stirred at reflux temperature overnight. The reaction mixture was filtered and the solvent was removed in vacuo. The residual oil was purified on a silica gel column (Eluent: CH2Cl2 /ethanol/25% NH4OH (aq) (92.75:7:0.25)), and further purified on a silica gel column (Eluen... Run in CC(CC(C)=O)C (4-methyl-pentan-2-one). The reactants are C(=O)([O-])[O-].[K+].[K+] (K2CO3), ClCC(CN1C2=CC=CC=C2C=2C=CC=CC12)O (9-(3-chloro-2-hydroxy-1-propyl)carbazole), C1(=CC=CC=C1)C1(CCNCC1)O (4-Phenylpiperidin-4-ol). The reactants are O=Cc1ccc2cc(Br)ccc2c1, CCC(CC)(c1ccc(Br)cc1)P(=O)([O-])[O-], CC(C)(C)[O-], CS(C)=O, [K+]. Product: Brc1ccc(C=Cc2ccc3cc(Br)ccc3c2)cc1. Reaction SMILES: [Br:1][c:2]1[cH:3][c:4]2[cH:5][cH:6][c:7]([CH:12]=[O:13])[cH:8][c:9]2[cH:10][cH:11]1.[CH2:14]([C:16]([CH2:15][CH3:24])([c:17]1[cH:18][cH:19][c:20]([Br:23])[cH:21][cH:22]1)[P:25](=[O:26])([O-:27])[O-:28])[CH3:29].[CH3:30][C:31]([CH3:32])([O-:33])[CH3:34].[CH3:36][S:37]([CH3:38])=[O:39].[K+:35]>>[Br:1][c:2]1[cH:3][c:4]2[cH:5][cH:6][c:7]([CH:12]=[CH:16][c:17]3[cH:18][cH:19][c:20]([Br:23])[cH:21][cH:22]3)[cH:8][c:9]2[cH:10][cH:11]1. Starting materials: O=C(O)CCc1csc(Nc2ncc(Br)cc2Oc2ccccc2)n1, C1CCOC1, CCN=C=NCCCN(C)C, CC(=O)NN, CC#N, CCN(C(C)C)C(C)C. Yields the product CC(=O)NNC(=O)CCc1csc(Nc2ncc(Br)cc2Oc2ccccc2)n1. RXN SMILES: [Br:1][c:2]1[cH:3][c:4]([O:19][c:20]2[cH:21][cH:22][cH:23][cH:24][cH:25]2)[c:5]([NH:8][c:9]2[s:10][cH:11][c:12]([CH2:14][CH2:15][C:16](=[O:17])[OH:18])[n:13]2)[n:6][cH:7]1.[CH2:54]1[O:55][CH2:56][CH2:57][CH2:58]1.[CH3:35][CH2:36][N:37]=[C:38]=[N:39][CH2:40][CH2:41][CH2:42][N:43]([CH3:44])[CH3:45].[CH3:46][C:47](=[O:48])[NH:49][NH2:50].[CH3:51][C:52]#[N:53].[CH:26]([N:27]([CH2:28][CH3:29])[CH:30]([CH3:31])[CH3:32])([CH3:33])[CH3:34]>>[Br:1][c:2]1[cH:3][c:4]([O:19][c:20]2[cH:21][cH:22][cH:23][cH:24][cH:25]2)[c:5]([NH:8][c:9]2[s:10][cH:11][c:12]([CH2:14][CH2:15][C:16](=[O:18])[NH:50][NH:49][C:47]([CH3:46])=[O:48])[n:13]2)[n:6][cH:7]1. The reactants are CO, N, Cc1cccc(C)c1C(C#N)CO. The product is Cc1cccc(C)c1C(CN)CO. Reaction SMILES: [CH3:15][OH:16].[NH3:14].[OH:1][CH2:2][CH:3]([C:4]#[N:5])[c:6]1[c:7]([CH3:13])[cH:8][cH:9][cH:10][c:11]1[CH3:12]>>[OH:1][CH2:2][CH:3]([CH2:4][NH2:5])[c:6]1[c:7]([CH3:13])[cH:8][cH:9][cH:10][c:11]1[CH3:12].